From a dataset of the Open Reaction Database (ORD), a public repository of structured organic reaction records. describe an organic reaction: reactants, conditions, products, and yield Reactants: [Li+].C[Si](C)(C)[N-][Si](C)(C)C (LHMDS), CI (MeI), C(C)(C)(C)OC(=O)N1CC2(C(NCN2C2=CC=CC=C2)=O)CCC1 (4-oxo-1-phenyl-1,3,7-triaza-spiro[4.5]decane-7-carboxylic acid tert-butyl ester). Run in C1CCOC1 (THF), C1CCOC1 (THF), CCOC(=O)C (EtOAc), C1CCOC1 (THF). Product: C(C)(C)(C)OC(=O)N1CC2(C(N(CN2C2=CC=CC=C2)C)=O)CCC1 (3-Methyl-4-oxo-1-phenyl-1,3,7-triaza-spiro[4.5]decane-7-carboxylic acid tert-butyl ester). Reaction SMILES: [C:1]([O:5][C:6]([N:8]1[CH2:24][CH2:23][CH2:22][C:10]2([N:14]([C:15]3[CH:20]=[CH:19][CH:18]=[CH:17][CH:16]=3)[CH2:13][NH:12][C:11]2=[O:21])[CH2:9]1)=[O:7])([CH3:4])([CH3:3])[CH3:2].[Li+].[CH3:26][Si]([N-][Si](C)(C)C)(C)C.CI>C1COCC1.CCOC(C)=O>[C:1]([O:5][C:6]([N:8]1[CH2:24][CH2:23][CH2:22][C:10]2([N:14]([C:15]3[CH:20]=[CH:19][CH:18]=[CH:17][CH:16]=3)[CH2:13][N:12]([CH3:26])[C:11]2=[O:21])[CH2:9]1)=[O:7])([CH3:4])([CH3:2])[CH3:3] |f:1.2|. Procedure: A solution of 4-oxo-1-phenyl-1,3,7-triaza-spiro[4.5]decane-7-carboxylic acid tert-butyl ester (130 mg, 0.45 mmol) in dry THF (3 ml) under nitrogen was cooled to −78° C. and treated with 1M LHMDS in THF (0.55 ml, 0.55 mol). The reaction was allowed to warm to RT for 30 mins before cooling back to −78° C. and adding 2M MeI in THF solution (0.45 ml, 0.9 mmol). The reaction was left to warm to RT overnight. The reaction mixture was diluted with EtOAc (10 ml) and washed with brine (20 ml). The aqueou... Reactants: [Al+3], CCC(=O)Cl, [Cl-], [Cl-], [Cl-], Cl, Fc1cccc2c1Cc1c(F)cccc1-2, S=C=S. Yields the product CCC(=O)c1ccc2c(c1F)Cc1c(F)cccc1-2. RXN SMILES: [Al+3:17].[C:20]([CH2:21][CH3:22])(=[O:23])[Cl:24].[Cl-:16].[Cl-:18].[Cl-:19].[ClH:25].[F:1][c:2]1[cH:3][cH:4][cH:5][c:6]2[c:14]1[CH2:13][c:12]1[c:7]-2[cH:8][cH:9][cH:10][c:11]1[F:15].[S:26]=[C:27]=[S:28]>>[F:1][c:2]1[cH:3][cH:4][cH:5][c:6]2[c:14]1[CH2:13][c:12]1[c:7]-2[cH:8][cH:9][c:10]([C:20]([CH2:21][CH3:22])=[O:23])[c:11]1[F:15]. The reactants are ClC(=O)OCC (Ethyl chloroformate), S1C(=NC=C1)NS(=O)(=O)C1=CC=C(C(=N)NNCC2=CC(=C(C=C2)Cl)Cl)C=C1 (4-(thiazol-2-ylsulfamoyl)-N-(3,4-dichlorobenzylamino)-benzamidine), TEA. Run in C1CCOC1 (THF). Conditions: temperature 95 celsius, time 2 hour. The product is ClC=1C=C(CN2N=C(NC2=O)C2=CC=C(C=C2)S(=O)(=O)NC=2SC=CN2)C=CC1Cl (4-[1-(3,4-dichloro-benzyl)-5-oxo-4,5-dihydro-1H-[1,2,4]triazol-3-yl]-N-thiazol-2-yl-benzenesulfonamide). As a reaction SMILES: Cl[C:2](OCC)=[O:3].[S:7]1[CH:11]=[CH:10][N:9]=[C:8]1[NH:12][S:13]([C:16]1[CH:34]=[CH:33][C:19]([C:20]([NH:22][NH:23][CH2:24][C:25]2[CH:30]=[CH:29][C:28]([Cl:31])=[C:27]([Cl:32])[CH:26]=2)=[NH:21])=[CH:18][CH:17]=1)(=[O:15])=[O:14]>C1COCC1>[Cl:32][C:27]1[CH:26]=[C:25]([CH:30]=[CH:29][C:28]=1[Cl:31])[CH2:24][N:23]1[C:2](=[O:3])[NH:21][C:20]([C:19]2[CH:18]=[CH:17][C:16]([S:13]([NH:12][C:8]3[S:7][CH:11]=[CH:10][N:9]=3)(=[O:15])=[O:14])=[CH:34][CH:33]=2)=[N:22]1. Procedure: Ethyl chloroformate (0.05 mL) was added to a solution of 4-(thiazol-2-ylsulfamoyl)-N-(3,4-dichlorobenzylamino)-benzamidine (0.044 mmol) and TEA (0.20 mL) in THF (5 mL) at room temperature and the resulting solution was stirred for 2 h. After concentrating in vacuo 1 N NaOH (4 mL) was added and the solution was heated to 95° C. overnight. After the mixture was cooled to room temperature, the solution was acidified with 1 N HCl and freeze dried. The crude material was purification by reverse phase... Starting materials: [Na].ClC=1C=C(C(C(=O)[O-])=CC1)C(=O)[O-] (monosodium 4-chlorophthalate), S(O)(O)(=O)=O (sulfuric acid). Run in O (water). Product: ClC=1C=C(C(C(=O)O)=CC1)C(=O)O (4-chlorophthalic acid). Reaction SMILES: [Na].[Cl:2][C:3]1[CH:4]=[C:5]([C:12]([O-:14])=[O:13])[C:6](=[CH:10][CH:11]=1)[C:7]([O-:9])=[O:8].S(=O)(=O)(O)O>O>[Cl:2][C:3]1[CH:4]=[C:5]([C:12]([OH:14])=[O:13])[C:6](=[CH:10][CH:11]=1)[C:7]([OH:9])=[O:8] |f:0.1,^1:0|. Reported procedure: To a suspension of 750 g of monosodium-4-chlorophthalate and 1200 ml water was added 120 ml conc. sulfuric acid. The resulting brown solution was extracted with three 400 ml portions of ether. The combined extracts were treated with carbon black, filtered and the ether distilled. The 4-chlorophthalic acid obtained was dehydrated by heating to 170°C for two hours to give 548 g of anhydride. To a solution of the anhydride in 2250 ml of xylene was added 279 g of aniline diluted with an equal weight... The reactants are CC(=O)O[BH-](OC(C)=O)OC(C)=O, C1CCCNCC1, CC(=O)O, ClCCl, [Na+], O=C1CCN(c2ccc(Cl)c(-c3nc4ccccc4[nH]3)c2)CC1. Yields the product Clc1ccc(N2CCC(N3CCCCCC3)CC2)cc1-c1nc2ccccc2[nH]1. Reaction SMILES: [C:35]([O:36][BH-:37]([O:38][C:39](=[O:40])[CH3:41])[O:42][C:43](=[O:44])[CH3:45])(=[O:46])[CH3:47].[CH2:24]1[CH2:25][CH2:26][CH2:27][NH:28][CH2:29][CH2:30]1.[CH3:31][C:32](=[O:33])[OH:34].[Cl:49][CH2:50][Cl:51].[Na+:48].[nH:1]1[c:2](-[c:10]2[cH:11][c:12]([N:17]3[CH2:18][CH2:19][C:20](=[O:23])[CH2:21][CH2:22]3)[cH:13][cH:14][c:15]2[Cl:16])[n:3][c:4]2[c:5]1[cH:6][cH:7][cH:8][cH:9]2>>[n:1]1[c:2](-[c:10]2[cH:11][c:12]([N:17]3[CH2:18][CH2:19][CH:20]([N:28]4[CH2:27][CH2:26][CH2:25][CH2:24][CH2:30][CH2:29]4)[CH2:21][CH2:22]3)[cH:13][cH:14][c:15]2[Cl:16])[nH:3][c:4]2[c:5]1[cH:6][cH:7][cH:8][cH:9]2. The reactants are [Cl-].O[NH3+] (hydroxylammonium chloride), C(O)([O-])=O.[Na+] (sodium hydrogen carbonate), CS(=O)C (dimethyl sulfoxide), C(CCC)C1=C(C(N(C=2N1N=CC2)[C@@H]2CC[C@H](CC2)OCC(C)(C)O)=O)CC2=CC(=C(C=C2)C=2C(=CC=CC2)C#N)F (4′-({7-butyl-4-[trans-4-(2-hydroxy-2-methylpropoxy)cyclohexyl]-5-oxo-4,5-dihydropyrazolo[1,5-a]pyrimidin-6-yl}methyl)-2′-fluorobiphenyl-2-carbonitrile). The solvent is C(C)(=O)OCC (ethyl acetate). Reaction conditions: temperature 50 celsius, time 30 minute. Yields the product C(CCC)C1=C(C(N(C=2N1N=CC2)[C@@H]2CC[C@H](CC2)OCC(C)(C)O)=O)CC2=CC(=C(C=C2)C2=C(C=CC=C2)C2=NOC(N2)=O)F (7-butyl-6-{[2-fluoro-2′-(5-oxo-4,5-dihydro-1,2,4-oxadiazol-3-yl)biphenyl-4-yl]methyl}-4-[trans-4-(2-hydroxy-2-methylpropoxy)cyclohexyl]pyrazolo[1,5-a]pyrimidin-5(4H)-one). Yield: 32.2%. As a reaction SMILES: [Cl-].O[NH3+:3].[C:4](=[O:7])([O-])[OH:5].[Na+].CS(C)=O.[CH2:13]([C:17]1[N:22]2[N:23]=[CH:24][CH:25]=[C:21]2[N:20]([C@H:26]2[CH2:31][CH2:30][C@H:29]([O:32][CH2:33][C:34]([OH:37])([CH3:36])[CH3:35])[CH2:28][CH2:27]2)[C:19](=[O:38])[C:18]=1[CH2:39][C:40]1[CH:45]=[CH:44][C:43]([C:46]2[C:47]([C:52]#[N:53])=[CH:48][CH:49]=[CH:50][CH:51]=2)=[C:42]([F:54])[CH:41]=1)[CH2:14][CH2:15][CH3:16]>C(OCC)(=O)C>[CH2:13]([C:17]1[N:22]2[N:23]=[CH:24][CH:25]=[C:21]2[N:20]([C@H:26]2[CH2:31][CH2:30][C@H:29]([O:32][CH2:33][C:34]([OH:37])([CH3:35])[CH3:36])[CH2:28][CH2:27]2)[C:19](=[O:38])[C:18]=1[CH2:39][C:40]1[CH:45]=[CH:44][C:43]([C:46]2[CH:51]=[CH:50][CH:49]=[CH:48][C:47]=2[C:52]2[NH:3][C:4](=[O:7])[O:5][N:53]=2)=[C:42]([F:54])[CH:41]=1)[CH2:14][CH2:15][CH3:16] |f:0.1,2.3|. Procedure details: A mixture of hydroxylammonium chloride (0.46 g), sodium hydrogen carbonate (0.69 g) and dimethyl sulfoxide (3 mL) was stirred at 50° C. for 30 min, 4′-({7-butyl-4-[trans-4-(2-hydroxy-2-methylpropoxy)cyclohexyl]-5-oxo-4,5-dihydropyrazolo[1,5-a]pyrimidin-6-yl}methyl)-2′-fluorobiphenyl-2-carbonitrile (0.31 g) was added, and the mixture was stirred at 90° C. for 15 hr. The reaction mixture was diluted with ethyl acetate, washed with water and then with saturated brine, and dried over anhydrous magne...